From a dataset of the Open Reaction Database (ORD), a public repository of structured organic reaction records. describe an organic reaction: reactants, conditions, products, and yield Starting materials: OC(=O)C(F)(F)F.N1CC(C1)NC(CNC1=NN(C2=CC=C(C=C12)C(F)(F)F)CCO)=O (N-Azetidin-3-yl-2-[1-(2-hydroxy-ethyl)-5-trifluoromethyl-1H-indazol-3-ylamino]-acetamide TFA salt), O1COC2=C1C=CC(=C2)C2CCC(CC2)=O (4-benzo[1,3]dioxol-5-yl-cyclohexanone). The product is O1COC2=C1C=CC(=C2)C2CCC(CC2)N2CC(C2)NC(CNC2=NN(C1=CC=C(C=C21)C(F)(F)F)CCO)=O (N-[1-(4-Benzo[1,3]dioxol-5-yl-cyclohexyl)-azetidin-3-yl]-2-[1-(2-hydroxy-ethyl)-5-trifluoromethyl-1H-indazol-3-ylamino]-acetamide). As a reaction SMILES: OC(C(F)(F)F)=O.[NH:8]1[CH2:11][CH:10]([NH:12][C:13](=[O:32])[CH2:14][NH:15][C:16]2[C:24]3[C:19](=[CH:20][CH:21]=[C:22]([C:25]([F:28])([F:27])[F:26])[CH:23]=3)[N:18]([CH2:29][CH2:30][OH:31])[N:17]=2)[CH2:9]1.[O:33]1[C:37]2[CH:38]=[CH:39][C:40]([CH:42]3[CH2:47][CH2:46][C:45](=O)[CH2:44][CH2:43]3)=[CH:41][C:36]=2[O:35][CH2:34]1>>[O:33]1[C:37]2[CH:38]=[CH:39][C:40]([CH:42]3[CH2:47][CH2:46][CH:45]([N:8]4[CH2:11][CH:10]([NH:12][C:13](=[O:32])[CH2:14][NH:15][C:16]5[C:24]6[C:19](=[CH:20][CH:21]=[C:22]([C:25]([F:28])([F:27])[F:26])[CH:23]=6)[N:18]([CH2:29][CH2:30][OH:31])[N:17]=5)[CH2:9]4)[CH2:44][CH2:43]3)=[CH:41][C:36]=2[O:35][CH2:34]1 |f:0.1|. Reported procedure: The title compound was prepared as a white solid from reaction of N-azetidin-3-yl-2-[1-(2-hydroxy-ethyl)-5-trifluoromethyl-1H-indazol-3-ylamino]-acetamide TFA salt (as prepared in Example 74, Step A) and 4-benzo[1,3]dioxol-5-yl-cyclohexanone using the procedure described in Step E of Example 1. RXN SMILES: [C:34]([C:35]([CH3:36])([CH3:37])[CH3:38])(=[O:39])[O:40][c:41]1[cH:42][cH:43][c:44]([C:45]([Cl:46])=[O:47])[cH:48][cH:49]1.[Cl:1][c:2]1[c:3]2[cH:4][cH:5][n:6]([CH:11]3[CH:12]([O:13][C:14]([CH3:15])=[O:16])[CH:17]([O:18][C:19]([CH3:20])=[O:21])[CH:22]([O:23][C:24]([CH3:25])=[O:26])[CH:27]([CH2:29][O:30][C:31]([CH3:32])=[O:33])[O:28]3)[c:7]2[cH:8][cH:9][cH:10]1>>[Cl:1][c:2]1[c:3]2[c:4]([CH2:45][c:44]3[cH:43][cH:42][c:41]([O:40][C:34]([C:35]([CH3:36])([CH3:37])[CH3:38])=[O:39])[cH:49][cH:48]3)[cH:5][n:6]([CH:11]3[CH:12]([O:13][C:14]([CH3:15])=[O:16])[CH:17]([O:18][C:19]([CH3:20])=[O:21])[CH:22]([O:23][C:24]([CH3:25])=[O:26])[CH:27]([CH2:29][O:30][C:31]([CH3:32])=[O:33])[O:28]3)[c:7]2[cH:8][cH:9][cH:10]1. The reactants are CC(C)(C)C(=O)Oc1ccc(C(=O)Cl)cc1, CC(=O)OCC1OC(n2ccc3c(Cl)cccc32)C(OC(C)=O)C(OC(C)=O)C1OC(C)=O. Product: CC(=O)OCC1OC(n2cc(Cc3ccc(OC(=O)C(C)(C)C)cc3)c3c(Cl)cccc32)C(OC(C)=O)C(OC(C)=O)C1OC(C)=O. Yield: 42.3%. Yields the product ClC=1C=C(C=C2C=3CCC(C(C3NC12)(O)C(F)(F)F)C(F)(F)F)F (8-Chloro-6-fluoro-1,2-bis(trifluoromethyl)-2,3,4,9-tetrahydro-1H-carbazol-1-ol). Reaction SMILES: [Cl:1][C:2]1[CH:3]=[C:4]([F:28])[CH:5]=[C:6]2[C:14]=1[NH:13][C:12]1[C:11]([C:20]([F:23])([F:22])[F:21])([O:15][Si](C)(C)C)[CH:10]([C:24]([F:27])([F:26])[F:25])[CH2:9][CH2:8][C:7]2=1.[OH-].[K+]>C1COCC1.O>[Cl:1][C:2]1[CH:3]=[C:4]([F:28])[CH:5]=[C:6]2[C:14]=1[NH:13][C:12]1[C:11]([C:20]([F:22])([F:23])[F:21])([OH:15])[CH:10]([C:24]([F:27])([F:25])[F:26])[CH2:9][CH2:8][C:7]2=1 |f:1.2|. Starting materials: ClC=1C=C(C=C2C=3CCC(C(C3NC12)(O[Si](C)(C)C)C(F)(F)F)C(F)(F)F)F (8-Chloro-6-fluoro-1,2-bis(trifluoromethyl)-1-(trimethylsilyloxy)-2,3,4,9-tetrahydro-1H-carbazole), [OH-].[K+] (KOH). Procedure details: 8-Chloro-6-fluoro-1,2-bis(trifluoromethyl)-1-(trimethylsilyloxy)-2,3,4,9-tetrahydro-1H-carbazole (0.2 g, 0.44 mmol) was dissolved in THF (10 mL) and KOH (0.125 g, 2.2 mmol), water (2 mL), was added. The reaction mixture was stirred at room temperature for 2 h, diluted with water (25 mL) and extracted with EtOAc (2×25 mL). The combined organic extracts were dried over Na2SO4, concentrated in vacuo and purified by column chromatography [EtOAc-hexane (1:19) as eluant] to obtain the title compound (... Conditions: time 2 hour. The solvent is C1CCOC1 (THF), O (water), O (water). Reactants: Cc1ccc(-n2nc(C(C)(C)C)cc2N)c(C)c1, O=C(O)Cc1ccc(-n2cnc3cccnc32)cc1. The product is Cc1ccc(-n2nc(C(C)(C)C)cc2NC(=O)Cc2ccc(-n3cnc4cccnc43)cc2)c(C)c1. Reaction SMILES: [C:20]([CH3:21])([CH3:22])([CH3:23])[c:24]1[cH:25][c:26]([NH2:37])[n:27](-[c:29]2[c:30]([CH3:36])[cH:31][c:32]([CH3:35])[cH:33][cH:34]2)[n:28]1.[n:1]1[cH:2][n:3](-[c:10]2[cH:11][cH:12][c:13]([CH2:16][C:17](=[O:18])[OH:19])[cH:14][cH:15]2)[c:4]2[n:5][cH:6][cH:7][cH:8][c:9]12>>[n:1]1[cH:2][n:3](-[c:10]2[cH:11][cH:12][c:13]([CH2:16][C:17](=[O:19])[NH:37][c:26]3[cH:25][c:24]([C:20]([CH3:21])([CH3:22])[CH3:23])[n:28][n:27]3-[c:29]3[c:30]([CH3:36])[cH:31][c:32]([CH3:35])[cH:33][cH:34]3)[cH:14][cH:15]2)[c:4]2[n:5][cH:6][cH:7][cH:8][c:9]12. Starting materials: CO, CN1CCC2C1CCN2c1ccc([N+](=O)[O-])cc1. As a reaction SMILES: [CH3:19][OH:20].[CH3:1][N:2]1[CH:3]2[CH:4]([CH2:5][CH2:6]1)[N:7]([c:10]1[cH:11][cH:12][c:13]([N+:16]([O-:17])=[O:18])[cH:14][cH:15]1)[CH2:8][CH2:9]2>>[CH3:1][N:2]1[CH:3]2[CH:4]([CH2:5][CH2:6]1)[N:7]([c:10]1[cH:11][cH:12][c:13]([NH2:16])[cH:14][cH:15]1)[CH2:8][CH2:9]2. Yields the product CN1CCC2C1CCN2c1ccc(N)cc1. Starting materials: O=C1CCC(=O)N1Br, ClC(Cl)(Cl)Cl, COC(=O)c1ccnn1-c1ccccc1C, CC(C)(C#N)N=NC(C)(C)C#N. Yields the product COC(=O)c1ccnn1-c1ccccc1CBr. Reaction SMILES: [Br:17][N:18]1[C:19](=[O:20])[CH2:21][CH2:22][C:23]1=[O:24].[C:37]([Cl:38])([Cl:39])([Cl:40])[Cl:41].[CH3:1][c:2]1[c:3](-[n:8]2[n:9][cH:10][cH:11][c:12]2[C:13](=[O:14])[O:15][CH3:16])[cH:4][cH:5][cH:6][cH:7]1.[N:25]#[C:26][C:27]([N:28]=[N:29][C:30]([C:31]#[N:32])([CH3:33])[CH3:34])([CH3:35])[CH3:36]>>[CH2:1]([c:2]1[c:3](-[n:8]2[n:9][cH:10][cH:11][c:12]2[C:13](=[O:14])[O:15][CH3:16])[cH:4][cH:5][cH:6][cH:7]1)[Br:17]. Reactants: C(C)N1C(N(C=2C(C1=O)=C(NN2)NC)CC2=CC=C(C=C2)C)=O (5-ethyl-3-methylamino-7-(4-methylbenzyl)-2H-pyrazolo[3,4-d]pyrimidine-4,6(5H,7H)-dione), CI (methyl iodide), C([O-])([O-])=O.[K+].[K+] (potassium carbonate). The solvent is CN(C)C=O (DMF). Conditions: temperature 60 celsius, time 30 hour. Yields the product C(C)N1C(N(C=2C(C1=O)=C(N(N2)C)NC)CC2=CC=C(C=C2)C)=O (5-Ethyl-2-methyl-3-methylamino-7-(4-methylbenzyl)-2H-pyrazolo[3,4-d]pyrimidine-4,6(5H,7H)-dione). Reaction SMILES: [CH2:1]([N:3]1[C:8](=[O:9])[C:7]2=[C:10]([NH:13][CH3:14])[NH:11][N:12]=[C:6]2[N:5]([CH2:15][C:16]2[CH:21]=[CH:20][C:19]([CH3:22])=[CH:18][CH:17]=2)[C:4]1=[O:23])[CH3:2].CI.[C:26](=O)([O-])[O-].[K+].[K+]>CN(C=O)C>[CH2:1]([N:3]1[C:8](=[O:9])[C:7]2=[C:10]([NH:13][CH3:14])[N:11]([CH3:26])[N:12]=[C:6]2[N:5]([CH2:15][C:16]2[CH:17]=[CH:18][C:19]([CH3:22])=[CH:20][CH:21]=2)[C:4]1=[O:23])[CH3:2] |f:2.3.4|. Reported procedure: A mixture of 5-ethyl-3-methylamino-7-(4-methylbenzyl)-2H-pyrazolo[3,4-d]pyrimidine-4,6(5H,7H)-dione (0.5 g, 1.6 mM), methyl iodide (0,46 g, 3.2 mM) and potassium carbonate (0,45 g, 3.2 mM) in DMF (8 ml) was stirred at 60° C. for 30 hours. Reactants: COC(=O)C=1C(SC2=CC=CC=C2C1O)=O (4-hydroxy-2-oxo-2H-thiochromene-3-carboxylic acid methyl ester), NCC(=O)[O-].[Na+] (sodium glycinate). Run in COCCO (2-methoxyethanol). Yields the product OC1=C(C(SC2=CC=CC=C12)=O)C(=O)NCC(=O)O ([(4-hydroxy-2-oxo-2H-thiochromene-3-carbonyl)-amino]-acetic acid). Yield: 65.1%. As a reaction SMILES: CO[C:3]([C:5]1[C:6](=[O:16])[S:7][C:8]2[C:13]([C:14]=1[OH:15])=[CH:12][CH:11]=[CH:10][CH:9]=2)=[O:4].[NH2:17][CH2:18][C:19]([O-:21])=[O:20].[Na+]>COCCO>[OH:15][C:14]1[C:13]2[C:8](=[CH:9][CH:10]=[CH:11][CH:12]=2)[S:7][C:6](=[O:16])[C:5]=1[C:3]([NH:17][CH2:18][C:19]([OH:21])=[O:20])=[O:4] |f:1.2|. Procedure: A mixture of 4-hydroxy-2-oxo-2H-thiochromene-3-carboxylic acid methyl ester (105 mg, 0.44 mmol) and sodium glycinate (215 mg, 2.22 mmol) in 2-methoxyethanol (13 mL) was refluxed for 5 h. The reaction mixture was concentrated, and the crude residue dissolved in water (50 mL) and acidified to pH 3-4 using 1 N HCl. The precipitate was collected, rinsed with water and dried in vacuo to provide [(4-hydroxy-2-oxo-2H-thiochromene-3-carbonyl)-amino]-acetic acid (80 mg). MS ESI(−) m/e: 278.10 (M−1). Reactants: NC1=NC=NC=C1C#N (4-Amino-5-pyrimidinecarbonitrile), COC(N(C)C)OC (N,N-dimethylformamide dimethyl acetal). The product is C(#N)C=1C(=NC=NC1)N=CN(C)C (N′-(5-Cyano-pyrimidin-4-yl)-N,N-dimethyl-formamidine). As a reaction SMILES: [NH2:1][C:2]1[C:7]([C:8]#[N:9])=[CH:6][N:5]=[CH:4][N:3]=1.CO[CH:12](OC)[N:13]([CH3:15])[CH3:14]>>[C:8]([C:7]1[C:2]([N:1]=[CH:12][N:13]([CH3:15])[CH3:14])=[N:3][CH:4]=[N:5][CH:6]=1)#[N:9]. Procedure: The title compound was prepared from the reaction of 4-Amino-5-pyrimidinecarbonitrile (Aldrich) with N,N-dimethylformamide dimethyl acetal using the procedure from Example 156B to provide the title compound. Reactants: COCC(=O)Cl, ClC(Cl)Cl, c1ccc(CC2NC(c3ccccc3)Cn3cc(-c4ccccc4)nc32)cc1. The product is COCC(=O)N1C(c2ccccc2)Cn2cc(-c3ccccc3)nc2C1Cc1ccccc1. RXN SMILES: [CH3:29][O:30][CH2:31][C:32](=[O:33])[Cl:34].[CH:35]([Cl:36])([Cl:37])[Cl:38].[c:1]1(-[c:7]2[n:8][c:9]3[n:10]([cH:28]2)[CH2:11][CH:12]([c:22]2[cH:23][cH:24][cH:25][cH:26][cH:27]2)[NH:13][CH:14]3[CH2:15][c:16]2[cH:17][cH:18][cH:19][cH:20][cH:21]2)[cH:2][cH:3][cH:4][cH:5][cH:6]1>>[c:1]1(-[c:7]2[n:8][c:9]3[n:10]([cH:28]2)[CH2:11][CH:12]([c:22]2[cH:23][cH:24][cH:25][cH:26][cH:27]2)[N:13]([C:32]([CH2:31][O:30][CH3:29])=[O:33])[CH:14]3[CH2:15][c:16]2[cH:17][cH:18][cH:19][cH:20][cH:21]2)[cH:2][cH:3][cH:4][cH:5][cH:6]1.